This data is from the Open Reaction Database (ORD), a public repository of structured organic reaction records. The task is: describe an organic reaction: reactants, conditions, products, and yield Starting materials: Cl.O(C)N (Methoxylamine hydrochloride), ClC1=C(C=C(C=C1)S(=O)(=O)Cl)[N+](=O)[O-] (4-chloro-3-nitrobenzenesulfonylchloride), O (Water). Run in N1=CC=CC=C1 (pyridine). The product is ClC1=C(C=C(C=C1)S(=O)(=O)NOC)[N+](=O)[O-] (4-chloro-N-methoxy-3-nitrobenzenesulfonamide). The yield is 76.0%. As a reaction SMILES: Cl.[O:2]([NH2:4])[CH3:3].[Cl:5][C:6]1[CH:11]=[CH:10][C:9]([S:12](Cl)(=[O:14])=[O:13])=[CH:8][C:7]=1[N+:16]([O-:18])=[O:17].O>N1C=CC=CC=1>[Cl:5][C:6]1[CH:11]=[CH:10][C:9]([S:12]([NH:4][O:2][CH3:3])(=[O:14])=[O:13])=[CH:8][C:7]=1[N+:16]([O-:18])=[O:17] |f:0.1|. Reported procedure: Methoxylamine hydrochloride(0.90 g (10.8 mmol) was suspended in pyridine (3.0 ml). To this, under cooling with ice and with stirring, 4-chloro-3-nitrobenzenesulfonylchloride (2.56 g (10.8 mmol)) was added and the mixture was stirred under cooling with ice for one hour and at room temperature for 3 hours. Water (50.0 ml) was added to the reaction mixture and the mixture was extracted with ethyl acetate. The extract was washed with dilute hydrochloric acid and water successively, dried over anhydr... Reactants: C1=CC(=CC2=C1C=C2)C=O (4-Carboxaldehydebenzocyclobutene), [Li]CCCC (n-BuLi), [NH4+].[Cl-] (NH4Cl), C(=O)(O)[O-].[Na+] (NaHCO3). The reagents and catalysts are [Br-].C[P+](C1=CC=CC=C1)(C1=CC=CC=C1)C1=CC=CC=C1 (methyltriphenylphosphonium bromide). The solvent is C1CCOC1 (THF), C1CCOC1 (THF). Conditions: time 2 hour. Product: C(=C)C1=C2C(CC2)=CC=C1 (4-Vinylbenzocyclobutene). The yield is 77.9%. RXN SMILES: [Li][CH2:2][CH2:3][CH2:4][CH3:5].C1[C:11]2[CH:12]=[CH:13][C:10]=2[CH:9]=[C:8](C=O)C=1.[NH4+].[Cl-].C([O-])(O)=O.[Na+]>[Br-].C[P+](C1C=CC=CC=1)(C1C=CC=CC=1)C1C=CC=CC=1.C1COCC1>[CH:4]([C:3]1[CH:2]=[CH:8][CH:9]=[C:10]2[CH2:13][CH2:12][C:11]=12)=[CH2:5] |f:2.3,4.5,6.7|. Reported procedure: To a 500 mL round bottom neck flask was added methyltriphenylphosphonium bromide 1.1 (48.6 g, 136.2 mmol), 220 mL of anhydrous THF, and the solution was cooled to −78 C. n-BuLi (2.5 M in hexane, 52.8 mL, 132 mmol) was added dropwise, and the reaction mixture was allowed to warm to room temperature. The yellow-orange solution was cooled to −78 C, and the aldehyde 1.2 (14.32 g, 108.4 mmol), diluted in anhydrous THF (70 mL) added slowly. The mixture was warmed to room temperature and stirring conti... Starting materials: COC(=O)C(N)Cc1ccccc1, CSCCc1nc(C(=O)O)cc2ccccc12, Cl. Product: Cc1nc(C(=O)O)cc2ccccc12. Reaction SMILES: [CH3:19][O:20][C:21](=[O:22])[CH:23]([CH2:24][c:25]1[cH:26][cH:27][cH:28][cH:29][cH:30]1)[NH2:31].[CH3:1][S:2][CH2:3][CH2:4][c:5]1[n:6][c:7]([C:15](=[O:16])[OH:17])[cH:8][c:9]2[cH:10][cH:11][cH:12][cH:13][c:14]12.[ClH:18]>>[CH3:4][c:5]1[n:6][c:7]([C:15](=[O:16])[OH:17])[cH:8][c:9]2[cH:10][cH:11][cH:12][cH:13][c:14]12. Reactants: NC=1C=CC(=C(C1)C=1C2=C(N=C(N1)SC)N(C(C=C2)=O)C2=C(C=CC=C2F)F)C (4-(5-amino-2-methylphenyl)-8-(2,6-difluorophenyl)-2-(methylthio)pyrido[2,3-d]pyrimidin-7(8H)-one), FC1=C(C=C(C(=O)Cl)C=C1)C (4-fluoro-3-methylbenzoyl chloride). The product is FC1=C(C(=CC=C1)F)N1C(C=CC2=C1N=C(N=C2C=2C=C(C=CC2C)NC(C2=CC(=C(C=C2)F)C)=O)SC)=O (N-{3-[8-(2,6-difluorophenyl)-2-(methylthio)-7-oxo-7,8-dihydropyrido[2,3-d]pyrimidin-4-yl]-4-methylphenyl}-4-fluoro-3-methylbenzamide). Reaction SMILES: [NH2:1][C:2]1[CH:3]=[CH:4][C:5]([CH3:29])=[C:6]([C:8]2[C:9]3[CH:19]=[CH:18][C:17](=[O:20])[N:16]([C:21]4[C:26]([F:27])=[CH:25][CH:24]=[CH:23][C:22]=4[F:28])[C:10]=3[N:11]=[C:12]([S:14][CH3:15])[N:13]=2)[CH:7]=1.[F:30][C:31]1[CH:39]=[CH:38][C:34]([C:35](Cl)=[O:36])=[CH:33][C:32]=1[CH3:40]>>[F:27][C:26]1[CH:25]=[CH:24][CH:23]=[C:22]([F:28])[C:21]=1[N:16]1[C:10]2[N:11]=[C:12]([S:14][CH3:15])[N:13]=[C:8]([C:6]3[CH:7]=[C:2]([NH:1][C:35](=[O:36])[C:34]4[CH:38]=[CH:39][C:31]([F:30])=[C:32]([CH3:40])[CH:33]=4)[CH:3]=[CH:4][C:5]=3[CH3:29])[C:9]=2[CH:19]=[CH:18][C:17]1=[O:20]. Procedure details: The title compound was prepared as described in Example 7b from 4-(5-amino-2-methylphenyl)-8-(2,6-difluorophenyl)-2-(methylthio)pyrido[2,3-d]pyrimidin-7(8H)-one and 4-fluoro-3-methylbenzoyl chloride: LC-MS m/z 547(M+H)+, 2.70 min (ret time). RXN SMILES: [CH3:19][S:20](=[O:21])(=[O:22])[CH2:23][CH2:24][CH2:25][O:26][S:27]([CH3:28])(=[O:29])=[O:30].[CH3:1][O:2][c:3]1[cH:4][c:5]([OH:12])[cH:6][cH:7][c:8]1[N+:9](=[O:10])[O-:11].[K+:13].[K+:14].[O-:15][C:16]([O-:17])=[O:18].[O:31]=[CH:32][N:33]([CH3:34])[CH3:35].[OH2:36]>>[CH3:1][O:2][c:3]1[cH:4][c:5]([O:12][CH2:25][CH2:24][CH2:23][S:20]([CH3:19])(=[O:21])=[O:22])[cH:6][cH:7][c:8]1[N+:9](=[O:10])[O-:11]. The reactants are CS(=O)(=O)CCCOS(C)(=O)=O, COc1cc(O)ccc1[N+](=O)[O-], [K+], [K+], O=C([O-])[O-], CN(C)C=O, O. Yields the product COc1cc(OCCCS(C)(=O)=O)ccc1[N+](=O)[O-]. Reactants: Cl.NCC(=O)N (Glycinamide hydrochloride), O=CCCCCC(=O)OC (methyl 6-oxohexanoate). The product is 0.93, O=C1NC(NC1)CCCCC(=O)OC (Methyl 4-oxo-2-imidazolidinepentanoate). The yield is 7.6%. As a reaction SMILES: Cl.[NH2:2][CH2:3][C:4]([NH2:6])=[O:5].O=[CH:8][CH2:9][CH2:10][CH2:11][CH2:12][C:13]([O:15][CH3:16])=[O:14]>>[O:5]=[C:4]1[CH2:3][NH:2][CH:8]([CH2:9][CH2:10][CH2:11][CH2:12][C:13]([O:15][CH3:16])=[O:14])[NH:6]1 |f:0.1|. Reported procedure: Glycinamide hydrochloride (6.73 g, 0.061 mol) and methyl 6-oxohexanoate (8.8 ml, 0.061 mol) were reacted together according to the procedure of example 2, to give 0.93 (7.6%) of the title compound, m.p. 58°-60° C. (with decomposition). NMR (DMSO-d6): deltaH =8.10 (b.s., 1H, CONH); 4.50-4.15 (c.a., 1H, NHCHNH); 3.55 (s, 3H, COOCH3); 3.20 b.s., 1H, CH2NHCH); 3.05 (s, 2H, NHCH2CO); 2.45-2.10 (c.a., 2H, CH2COO); 1.80-1.10 (c.a., 6H, CH2CH2CH2CH2COO). MS (E.I., 70 eV, 1.5 mA) m/z=200 (M+), 169 (M--OC... The reactants are ClCCCl, CSc1cc(Cl)cc(C)c1C(=O)O, ClCCl, CN(C)C1(C(N)c2ccccc2)CCCC1, On1nnc2ccccc21. The product is CSc1cc(Cl)cc(C)c1C(=O)NC(c1ccccc1)C1(N(C)C)CCCC1. Reaction SMILES: [CH2:30]([Cl:31])[CH2:32][Cl:33].[Cl:17][c:18]1[cH:19][c:20]([CH3:29])[c:21]([C:22](=[O:23])[OH:24])[c:25]([S:27][CH3:28])[cH:26]1.[Cl:44][CH2:45][Cl:46].[NH2:1][CH:2]([C:3]1([N:8]([CH3:9])[CH3:10])[CH2:4][CH2:5][CH2:6][CH2:7]1)[c:11]1[cH:12][cH:13][cH:14][cH:15][cH:16]1.[OH:34][n:35]1[c:36]2[c:37]([cH:38][cH:39][cH:40][cH:41]2)[n:42][n:43]1>>[NH:1]([CH:2]([C:3]1([N:8]([CH3:9])[CH3:10])[CH2:4][CH2:5][CH2:6][CH2:7]1)[c:11]1[cH:12][cH:13][cH:14][cH:15][cH:16]1)[C:22]([c:21]1[c:20]([CH3:29])[cH:19][c:18]([Cl:17])[cH:26][c:25]1[S:27][CH3:28])=[O:23]. The reactants are C(C)(=O)Cl (acetyl chloride), CO (methanol), FC1=CC(=C(C=2CCCOC21)C)C=2C(=NN(C2C=O)C)C=2SC=CC2 (4-(8-fluoro-5-methyl-3,4-dihydro-2H-1-benzopyran-6-yl)-1-methyl-3-(thiophen-2-yl)-1H-pyrazole-5-carbaldehyde), C[Si](C)(C)C#N (trimethylsilyl cyanide), [Na] (sodium). The reagents and catalysts are [I-].[Zn+2].[I-] (zinc iodide). The solvent is ClCCl (dichloromethane). Conditions: time 7 hour. The product is FC1=CC(=C(C=2CCCOC21)C)C=2C(=NN(C2C(C(=O)OC)O)C)C=2SC=CC2 (methyl 2-[4-(8-fluoro-5-methyl-3,4-dihydro-2H-1-benzopyran-6-yl)-1-methyl-3-(thiophen-2-yl)-1H-pyrazol-5-yl]-2-hydroxyacetate). The yield is 66.0%. Reaction SMILES: [F:1][C:2]1[C:11]2[O:10][CH2:9][CH2:8][CH2:7][C:6]=2[C:5]([CH3:12])=[C:4]([C:13]2[C:14]([C:21]3[S:22][CH:23]=[CH:24][CH:25]=3)=[N:15][N:16]([CH3:20])[C:17]=2[CH:18]=[O:19])[CH:3]=1.C[Si](C#N)(C)C.[Na].[C:33](Cl)(=[O:35])C.[CH3:37][OH:38]>ClCCl.[I-].[Zn+2].[I-]>[F:1][C:2]1[C:11]2[O:10][CH2:9][CH2:8][CH2:7][C:6]=2[C:5]([CH3:12])=[C:4]([C:13]2[C:14]([C:21]3[S:22][CH:23]=[CH:24][CH:25]=3)=[N:15][N:16]([CH3:20])[C:17]=2[CH:18]([OH:19])[C:37]([O:35][CH3:33])=[O:38])[CH:3]=1 |f:6.7.8,^1:31|. Reported procedure: Under nitrogen atmosphere, to a solution of 4-(8-fluoro-5-methyl-3,4-dihydro-2H-1-benzopyran-6-yl)-1-methyl-3-(thiophen-2-yl)-1H-pyrazole-5-carbaldehyde (10f) (150 mg, 0.42 mmol) in anhydrous dichloromethane (2 mL) at 0° C. were successively added zinc iodide (13 mg, 0.04 mmol) and trimethylsilyl cyanide (63 μL, 0.51 mmol). The mixture was stirred at room temperature for 7 hours. A saturated solution of sodium hydrogenocarbonate (5 mL) was added. Layers were separated and the aqueous layer was e... Starting materials: CC1=C(SC(C2=C1C=CC=C2)=O)C(=O)O (4-methyl-1-oxo-1H-2-benzothiopyran-3-carboxylic acid), C([O-])(O)=O.[Na+] (sodium bicarbonate). The solvent is O (water). Run at time 1.5 hour. Yields the product CC1=C(SC(C2=C1C=CC=C2)=O)C(=O)[O-].[Na+] (sodium 4-methyl-1-oxo-1H-2-benzothiopyran-3-carboxylate). RXN SMILES: [CH3:1][C:2]1[C:7]2[CH:8]=[CH:9][CH:10]=[CH:11][C:6]=2[C:5](=[O:12])[S:4][C:3]=1[C:13]([OH:15])=[O:14].C(=O)(O)[O-].[Na+:20]>O>[CH3:1][C:2]1[C:7]2[CH:8]=[CH:9][CH:10]=[CH:11][C:6]=2[C:5](=[O:12])[S:4][C:3]=1[C:13]([O-:15])=[O:14].[Na+:20] |f:1.2,4.5|. Procedure: To a stirred suspension of 2.0090 g. (9.122 mM) of 4-methyl-1-oxo-1H-2-benzothiopyran-3-carboxylic acid in 50 ml. of distilled water is added 0.7663 g. (9.122 mM) of sodium bicarbonate. After stirring at room temperature for 1.5 hours, the solution is filtered and the filtrate freeze-dried to give sodium 4-methyl-1-oxo-1H-2-benzothiopyran-3-carboxylate, m.p. 330° (dec.).